This data is from the Open Reaction Database (ORD), a public repository of structured organic reaction records. The task is: describe an organic reaction: reactants, conditions, products, and yield The reactants are OCCCCC=1C=C(OCC(=O)OC)C=CC1 (methyl 3-(4-hydroxybutyl)phenoxyacetate), C(C1=CC=CC=C1)(C1=CC=CC=C1)(C1=CC=CC=C1)Cl (trityl chloride), N,N-dimethylaminopyridine. Run in CN(C=O)C (dimethylformamide). Conditions: time 8 hour. Product: C1(=CC=CC=C1)C(OCCCCC=1C=C(OCC(=O)OC)C=CC1)(C1=CC=CC=C1)C1=CC=CC=C1 (Methyl 3-(4-triphenylmethoxybutyl)phenoxyacetate). Isolated yield 65.0%. RXN SMILES: [OH:1][CH2:2][CH2:3][CH2:4][CH2:5][C:6]1[CH:7]=[C:8]([CH:15]=[CH:16][CH:17]=1)[O:9][CH2:10][C:11]([O:13][CH3:14])=[O:12].[C:18](Cl)([C:31]1[CH:36]=[CH:35][CH:34]=[CH:33][CH:32]=1)([C:25]1[CH:30]=[CH:29][CH:28]=[CH:27][CH:26]=1)[C:19]1[CH:24]=[CH:23][CH:22]=[CH:21][CH:20]=1>CN(C)C=O>[C:19]1([C:18]([C:25]2[CH:26]=[CH:27][CH:28]=[CH:29][CH:30]=2)([C:31]2[CH:32]=[CH:33][CH:34]=[CH:35][CH:36]=2)[O:1][CH2:2][CH2:3][CH2:4][CH2:5][C:6]2[CH:7]=[C:8]([CH:15]=[CH:16][CH:17]=2)[O:9][CH2:10][C:11]([O:13][CH3:14])=[O:12])[CH:20]=[CH:21][CH:22]=[CH:23][CH:24]=1. Reported procedure: To a solution of methyl 3-(4-hydroxybutyl)phenoxyacetate (174 mg) in dimethylformamide (8.0 ml) was added successively trityl chloride (223 mg) and N,N-dimethylaminopyridine (88 mg). After stirred overnight at room temperature, the mixture was quenched by addition of water and extracted with ether. The extract was washed with water and a saturated aqueous solution of sodium chloride, successively, dried over anhydrous magnesium sulfate and evaporated. The residue was purified by flash silica gel... The reactants are OC=1C(NC=C(C1)CCC1=C(C=CC=C1)C)=O (3-hydroxy-5-(2-methylphenethyl)pyridin-2(1H)-one), FC=1C=C(C=CC1)C#CC=1C=C(C(=NC1)OC)OC (5-[(3-fluorophenyl)ethynyl]-2,3-dimethoxypyridine), FC=1C=C(C=CC1)C#CC=1C=C(C(=NC1)OC)OC (5-[(3-fluorophenyl)ethynyl]-2,3-dimethoxypyridine). Yields the product FC=1C=C(C=CC1)CCC=1C=C(C(NC1)=O)O (5-[2-(3-Fluorophenyl)ethyl]-3-hydroxypyridin-2(1H)-one). As a reaction SMILES: OC1C(=O)NC=C(CCC2C=CC=CC=2C)C=1.[F:18][C:19]1[CH:20]=[C:21]([C:25]#[C:26][C:27]2[CH:28]=[C:29]([O:35]C)[C:30]([O:33]C)=[N:31][CH:32]=2)[CH:22]=[CH:23][CH:24]=1>>[F:18][C:19]1[CH:20]=[C:21]([CH2:25][CH2:26][C:27]2[CH:28]=[C:29]([OH:35])[C:30](=[O:33])[NH:31][CH:32]=2)[CH:22]=[CH:23][CH:24]=1. Reported procedure: Prepared as described for 3-hydroxy-5-(2-methylphenethyl)pyridin-2(1H)-one (Example 27) from 5-[(3-fluorophenyl)ethynyl]-2,3-dimethoxypyridine (Intermediate 37). The reactants are C(C)OC(=O)C=1C(=NN2C1C=C(C=C2OCC2=C(C=CC=C2F)Cl)C)C (7-[(2-Chloro-6-fluorobenzyl)oxy]-2,5-dimethylpyrazolo[1,5-a]pyridine-3-carboxylic Acid ethyl Ester), [OH-].[Na+] (sodium hydroxide), CS(=O)C (dimethyl sulphoxide). The solvent is O1CCOCC1 (1,4-dioxane). Conditions: temperature 90 celsius, time 18 hour. Yields the product ClC1=C(COC2=CC(=CC=3N2N=C(C3C(=O)O)C)C)C(=CC=C1)F (7-(2-Chloro-6-fluorobenzyloxy)-2,5-dimethylpyrazolo[1,5-a]pyridine-3-carboxylic Acid). Yield: 27.0%. Reaction SMILES: C([O:3][C:4]([C:6]1[C:7]([CH3:26])=[N:8][N:9]2[C:14]([O:15][CH2:16][C:17]3[C:22]([F:23])=[CH:21][CH:20]=[CH:19][C:18]=3[Cl:24])=[CH:13][C:12]([CH3:25])=[CH:11][C:10]=12)=[O:5])C.[OH-].[Na+].CS(C)=O>O1CCOCC1>[Cl:24][C:18]1[CH:19]=[CH:20][CH:21]=[C:22]([F:23])[C:17]=1[CH2:16][O:15][C:14]1[N:9]2[N:8]=[C:7]([CH3:26])[C:6]([C:4]([OH:5])=[O:3])=[C:10]2[CH:11]=[C:12]([CH3:25])[CH:13]=1 |f:1.2|. Reported procedure: A solution of 198 mg (0.62 mmol) of 7-(2-chloro-6-fluorobenzyloxy)-2,5-dimethylpyrazolo[1,5-a]pyridine-3-carboxylic acid ethyl ester (Example 136A) in 6.7 ml of 1,4-dioxane was admixed with 2 M sodium hydroxide solution (2.5 ml). The mixture was stirred at 90° C. for a further 18 hours. The reaction mixture was admixed with 0.8 ml of dimethyl sulphoxide and stirred at 90° C. for a further 6 hours. The reaction mixture was concentrated under reduced pressure. The residue was admixed with acetonit... Procedure details: Lithium aluminum hydride (98.8 mg, 2.60 mmol) was added to THF (5 mL), and under ice-cold stirring, a solution of ethyl 2,6-dichlorocinnamate (319 mg, 1.30 mmol) in THF (5 mL) was added dropwise. The mixture was then stirred at room temperature for 30 minutes. A small amount of a saturated aqueous solution of ammonium chloride was added to the reaction mixture, followed by drying over anhydrous magnesium sulfate. Subsequent to filtration through Celite, the mixture was concentrated under reduced... The reactants are [H-].[Al+3].[Li+].[H-].[H-].[H-] (Lithium aluminum hydride), ClC1=C(C=CC(=O)OCC)C(=CC=C1)Cl (ethyl 2,6-dichlorocinnamate), [Cl-].[NH4+] (ammonium chloride). Yields the product ClC1=C(C(=CC=C1)Cl)CCCO (3-(2,6-dichlorophenyl)-1-propanol). Run at time 30 minute. The solvent is C1CCOC1 (THF), C1CCOC1 (THF). RXN SMILES: [H-].[Al+3].[Li+].[H-].[H-].[H-].[Cl:7][C:8]1[CH:20]=[CH:19][CH:18]=[C:17]([Cl:21])[C:9]=1[CH:10]=[CH:11][C:12](OCC)=[O:13].[Cl-].[NH4+]>C1COCC1>[Cl:7][C:8]1[CH:20]=[CH:19][CH:18]=[C:17]([Cl:21])[C:9]=1[CH2:10][CH2:11][CH2:12][OH:13] |f:0.1.2.3.4.5,7.8|. Isolated yield 46.9%. Starting materials: Cl (hydrochloric acid), C(C)(C)(C)C=1C=C(C=CC1OC)Br (3-tert-butyl-4-methoxybromobenzene), B(OC)(OC)OC (trimethyl borate), C(CCC)[Li] (n-butyllithium). The solvent is C1CCOC1 (THF). Conditions: time 2 hour. Yields the product C(C)(C)(C)C=1C=C(C=CC1OC)B(O)O (3-tert-Butyl-4-methoxyphenylboronic acid). As a reaction SMILES: [C:1]([C:5]1[CH:6]=[C:7](Br)[CH:8]=[CH:9][C:10]=1[O:11][CH3:12])([CH3:4])([CH3:3])[CH3:2].C([Li])CCC.[B:19](OC)([O:22]C)[O:20]C.Cl>C1COCC1>[C:1]([C:5]1[CH:6]=[C:7]([B:19]([OH:22])[OH:20])[CH:8]=[CH:9][C:10]=1[O:11][CH3:12])([CH3:4])([CH3:3])[CH3:2]. Procedure details: 4 g (16.5 mmol) of 3-tert-butyl-4-methoxybromobenzene and 50 ml of THF are introduced into a three-necked flask under a stream of nitrogen. 7.9 ml (19.8 mmol) of n-butyllithium (2.5 M in hexane) are added dropwise at −78° C., the mixture is stirred for 15 minutes at this temperature, 5.6 ml (49.5 mmol) of trimethyl borate are added and the mixture is stirred for 2 hours. 20 ml of hydrochloric acid (1 N) are added at −50° C. and the mixture is allowed to return to room temperature. The reaction m...